From a dataset of the Open Reaction Database (ORD), a public repository of structured organic reaction records. describe an organic reaction: reactants, conditions, products, and yield Reactants: FC=1C=C2C=3C(=C(NC3C1)C1=CC=C(C=O)C=C1)CCNC2=O (4-(8-fluoro-6-oxo-3,4,5,6-tetrahydro-1H-azepino[5,4,3-cd]indol-2-yl) benzaldehyde), C(=O)C1=CC=C(C=C1)B(O)O (4-formylphenylboronic acid), N1CCCC1 (pyrrolidine), C1(=CC=CC=C1)C=1NC=2C=CC=C3C2C1CCNC3=O (2-Phenyl-3,4,5,6-tetrahydro-1H-azepino[5,4,3-cd]indol-6-one), BrC=1NC=2C=C(C=C3C2C1CCNC3=O)F (2-bromo-8-fluoro-1,3,4,5-tetrahydro-azepino[5,4,3-cd]indol-6-one). Product: FC=1C=C2C=3C(=C(NC3C1)C1=CC=C(C=C1)CN1CCCC1)CCNC2=O (8-fluoro-2-(4-pyrrolidin-1-ylmethyl-phenyl)-1,3,4,5-tetrahydro-azepino[5,4,3 -cd]indol-6-one). As a reaction SMILES: [F:1][C:2]1[CH:3]=[C:4]2[C:22](=[O:23])[NH:21][CH2:20][CH2:19][C:6]3=[C:7]([C:11]4[CH:18]=[CH:17][C:14]([CH:15]=O)=[CH:13][CH:12]=4)[NH:8][C:9]([CH:10]=1)=[C:5]23.C1([C:30]2[NH:31][C:32]3C=CC=C4C(=O)NCC[C:38]=2[C:37]=34)C=CC=CC=1.BrC1NC2C=C(F)C=C3C(=O)NCCC=1C=23.C(C1C=CC(B(O)O)=CC=1)=O.N1CCCC1>>[F:1][C:2]1[CH:3]=[C:4]2[C:22](=[O:23])[NH:21][CH2:20][CH2:19][C:6]3=[C:7]([C:11]4[CH:12]=[CH:13][C:14]([CH2:15][N:31]5[CH2:32][CH2:37][CH2:38][CH2:30]5)=[CH:17][CH:18]=4)[NH:8][C:9]([CH:10]=1)=[C:5]23. Procedure details: In a manner similar to that described for Compound PPP, 4-(8-fluoro-6-oxo-3,4,5,6-tetrahydro-1H-azepino[5,4,3-cd]indol-2-yl) benzaldehyde (100 mg, 0.32 mmol; prepared in a manner similar to that described for compound 12 from 2-bromo-8-fluoro-1,3,4,5-tetrahydro-azepino[5,4,3-cd]indol-6-one and 4-formylphenylboronic acid) was reacted with pyrrolidine (115 mg, 1.62 mmol) to yield 8-fluoro-2-(4-pyrrolidin-1-ylmethyl-phenyl)-1,3,4,5-tetrahydro-azepino[5,4,3 -cd]indol-6-one, 16 mg (14%) as a yellow s... Starting materials: [Na] (sodium), C(O)([O-])=O.[Na+] (sodium hydrogencarbonate), CN(C=1C=C(C=O)C=CC1O)C (3-dimethylamino-4-hydroxybenzaldehyde), CN(C=1C=C(C=O)C=CC1OCOC)C (3-dimethylamino-4-methoxymethoxybenzaldehyde), ClC1=CC=C(C(C2=CC=CC=C2)N2CCNCC2)C=C1 (1-(4-chlorobenzhydryl)piperazine). Solvent: C(C)(=O)O (acetic acid), O (water), CO (methanol). Yields the product ClC1=CC=C(C(C2=CC=CC=C2)N2CCN(CC2)CC2=CC(=C(C=C2)O)N(C)C)C=C1 (4-[4-(4-chlorobenzhydryl)piperazino]methyl-2-dimethylaminophenol). Reaction SMILES: [CH3:1][N:2]([CH3:12])[C:3]1[CH:4]=[C:5]([CH:8]=[CH:9][C:10]=1[OH:11])[CH:6]=O.CN(C)C1C=C(C=CC=1OCOC)C=O.[Cl:28][C:29]1[CH:47]=[CH:46][C:32]([CH:33]([N:40]2[CH2:45][CH2:44][NH:43][CH2:42][CH2:41]2)[C:34]2[CH:39]=[CH:38][CH:37]=[CH:36][CH:35]=2)=[CH:31][CH:30]=1.[Na].C(=O)([O-])O.[Na+]>CO.O.C(O)(=O)C>[Cl:28][C:29]1[CH:30]=[CH:31][C:32]([CH:33]([N:40]2[CH2:41][CH2:42][N:43]([CH2:6][C:5]3[CH:8]=[CH:9][C:10]([OH:11])=[C:3]([N:2]([CH3:12])[CH3:1])[CH:4]=3)[CH2:44][CH2:45]2)[C:34]2[CH:35]=[CH:36][CH:37]=[CH:38][CH:39]=2)=[CH:46][CH:47]=1 |f:4.5,^1:47|. Reported procedure: To a solution of 3-dimethylamino-4-hydroxybenzaldehyde (see Synthesis of Compound A) (600 mg, 3.63 mmol) in methanol (10 ml) was added 1-(4-chlorobenzhydryl)piperazine (1.25 g, 4.36 mmol) while stirring at room temperature. Thereto was added sodium cianoborohydride (95% content) (700 mg, 10.6 mmol) by portions. After stirring for 1 hour, acetic acid (0.2 ml) was added thereto, and the mixture was further stirred for 3 hours. The reaction mixture was poured into water, and the pH of the solution ... The reactants are Cl (HCl), CB1OB(OB(O1)C)C (trimethylboroxin), BrC1=C(C=CC(=C1)C(F)(F)F)S(=O)(=O)N1C[C@@H](N(CC1)C(=O)C=1C=NC(=CC1)C)C ((2S)-4-{[2-bromo-4-(trifluoromethyl)phenyl]sulfonyl}-2-methyl-1-[(6-methyl-3-pyridinyl)carbonyl]piperazine), C([O-])([O-])=O.[K+].[K+] (potassium carbonate). Reagents/catalysts: C=1C=CC(=CC1)[P](C=2C=CC=CC2)(C=3C=CC=CC3)[Pd]([P](C=4C=CC=CC4)(C=5C=CC=CC5)C=6C=CC=CC6)([P](C=7C=CC=CC7)(C=8C=CC=CC8)C=9C=CC=CC9)[P](C=1C=CC=CC1)(C=1C=CC=CC1)C=1C=CC=CC1 (Pd(PPh3)4). Run in CCOCC (ether), O1CCOCC1 (1,4-dioxane), C(Cl)Cl (DCM). Reaction conditions: temperature 100 celsius. The product is Cl.C[C@@H]1N(CCN(C1)S(=O)(=O)C1=C(C=C(C=C1)C(F)(F)F)C)C(=O)C=1C=NC(=CC1)C ((2S)-2-methyl-1-[(6-methyl-3-pyridinyl)carbonyl]-4-{[2-methyl-4-(trifluoromethyl)phenyl]sulfonyl}piperazine hydrochloride). Reaction SMILES: Br[C:2]1[CH:7]=[C:6]([C:8]([F:11])([F:10])[F:9])[CH:5]=[CH:4][C:3]=1[S:12]([N:15]1[CH2:20][CH2:19][N:18]([C:21]([C:23]2[CH:24]=[N:25][C:26]([CH3:29])=[CH:27][CH:28]=2)=[O:22])[C@@H:17]([CH3:30])[CH2:16]1)(=[O:14])=[O:13].[C:31](=O)([O-])[O-].[K+].[K+].CB1OB(C)OB(C)O1.[ClH:46]>O1CCOCC1.C(Cl)Cl.CCOCC.C1C=CC([P]([Pd]([P](C2C=CC=CC=2)(C2C=CC=CC=2)C2C=CC=CC=2)([P](C2C=CC=CC=2)(C2C=CC=CC=2)C2C=CC=CC=2)[P](C2C=CC=CC=2)(C2C=CC=CC=2)C2C=CC=CC=2)(C2C=CC=CC=2)C2C=CC=CC=2)=CC=1>[ClH:46].[CH3:30][C@H:17]1[CH2:16][N:15]([S:12]([C:3]2[CH:4]=[CH:5][C:6]([C:8]([F:11])([F:10])[F:9])=[CH:7][C:2]=2[CH3:31])(=[O:14])=[O:13])[CH2:20][CH2:19][N:18]1[C:21]([C:23]1[CH:24]=[N:25][C:26]([CH3:29])=[CH:27][CH:28]=1)=[O:22] |f:1.2.3,10.11,^1:64,66,85,104|. Procedure: (2S)-4-{[2-bromo-4-(trifluoromethyl)phenyl]sulfonyl}-2-methyl-1-[(6-methyl-3-pyridinyl)carbonyl]piperazine (may be prepared as described in Description 31) (216 mg, 0.427 mmol), potassium carbonate (153 mg, 1.109 mmol) in 1,4-dioxane (9 ml) were stirred for 5 min then trimethylboroxin (0.154 ml, 1.109 mmol) and Pd(PPh3)4 (84 mg, 0.073 mmol) were added and the reaction mixture heated at 100° C. for 1 h. The reaction mixture was concentrated under vacuum, dissolved in MeOH and filtered through a 5... Reactants: N1=CC=CC2=C1NC1=C(NC2)C=CC=C1 (6,11-Dihydro-5H-pyrido[2,3-b][1,5]benzodiazepine), C([O-])([O-])=O.[K+].[K+] (potassium carbonate), BrC1=C(C(=O)Cl)C=CC(=C1)F (2-Bromo-4-fluorobenzoyl chloride), crude material. Solvent: CN(C=O)C (dimethylformamide), O (water), CN(C=O)C (dimethylformamide), ClCCl (dichloromethane). Run at time 75 minute. Yields the product BrC1=C(C=CC(=C1)F)C(=O)N1CC2=C(NC3=C1C=CC=C3)N=CC=C2 ([2-Bromo-4-fluorophenyl]-(6,11-dihydro-5H-pyrido[2,3-b][1,5]benzodiazepin-6-yl)-methanone), material. The yield is 59.5%. RXN SMILES: [N:1]1[C:6]2[NH:7][C:8]3[CH:15]=[CH:14][CH:13]=[CH:12][C:9]=3[NH:10][CH2:11][C:5]=2[CH:4]=[CH:3][CH:2]=1.C(=O)([O-])[O-].[K+].[K+].[Br:22][C:23]1[CH:31]=[C:30]([F:32])[CH:29]=[CH:28][C:24]=1[C:25](Cl)=[O:26]>CN(C)C=O.O.ClCCl>[Br:22][C:23]1[CH:31]=[C:30]([F:32])[CH:29]=[CH:28][C:24]=1[C:25]([N:10]1[C:9]2[CH:12]=[CH:13][CH:14]=[CH:15][C:8]=2[NH:7][C:6]2[N:1]=[CH:2][CH:3]=[CH:4][C:5]=2[CH2:11]1)=[O:26] |f:1.2.3|. Reported procedure: To a solution of 6,11-dihydro-5H-pyrido[2,3-b][1,5]benzodiazepine of Example 1, Step B (5.15 g, 26.1 mmol) in dimethylformamide (70 mL) under nitrogen was added potassium carbonate (7.95 g, 57.51 mmol). The mixture was cooled and treated dropwise with a solution of crude 2-bromo-4-fluorobenzoyl chloride of Step A (31.37 mmol) in dimethylformamide (30 mL). After stirring at room temperature for 75 minutes the mixture was diluted with water and extracted with dichloromethane. The organic extracts ... The reactants are Cl.BrC=1C=C(C=CC1F)CN ((3-bromo-4-fluorophenyl)methanamine hydrochloric acid salt), C(C)(=O)OC(C)=O (acetic anhydride). Solvent: N1=CC=CC=C1 (pyridine). Reaction conditions: time 17 hour. The product is BrC=1C=C(CNC(C)=O)C=CC1F (N-(3-bromo-4-fluorobenzyl)acetamide). Yield: 85.0%. Reaction SMILES: Cl.[Br:2][C:3]1[CH:4]=[C:5]([CH2:10][NH2:11])[CH:6]=[CH:7][C:8]=1[F:9].[C:12](OC(=O)C)(=[O:14])[CH3:13]>N1C=CC=CC=1>[Br:2][C:3]1[CH:4]=[C:5]([CH:6]=[CH:7][C:8]=1[F:9])[CH2:10][NH:11][C:12](=[O:14])[CH3:13] |f:0.1|. Procedure details: A solution of (3-bromo-4-fluorophenyl)methanamine hydrochloric acid salt (500 mg, 2.079 mmol) in pyridine (6 mL) was stirred on ice and treated with acetic anhydride (0.235 mL, 2.495 mmol). The resulting solution was stirred at rt for 17 h, then was concentrated. The residue was stirred in 1 M hydrochloric acid, forming a precipitate which was collected by filtration, rinsed with water and dried to provide N-(3-bromo-4-fluorobenzyl)acetamide as a white solid (435 mg, 85%). 1H NMR (400 MHz, chlor... Reactants: C1=C(C=CC2=CC=CC=C12)O (2-naphthol), [Cl-].C(C1=CC=CC=C1)=[N+](C)C (benzylidene-dimethyl-ammonium chloride), COC1=CC=C(C(=O)Cl)C=C1 (4-methoxybenzoyl chloride). Product: CN(C)C(C1=C(C=CC2=CC=CC=C12)OC(C1=CC=C(C=C1)OC)=O)C1=CC=CC=C1 (4-Methoxybenzoic acid 1-(dimethylaminophenylmethyl)-naphthalen-2-yl ester). RXN SMILES: [CH:1]1[C:10]2[C:5](=[CH:6][CH:7]=[CH:8][CH:9]=2)[CH:4]=[CH:3][C:2]=1[OH:11].[Cl-].[CH:13](=[N+:20]([CH3:22])[CH3:21])[C:14]1[CH:19]=[CH:18][CH:17]=[CH:16][CH:15]=1.[CH3:23][O:24][C:25]1[CH:33]=[CH:32][C:28]([C:29](Cl)=[O:30])=[CH:27][CH:26]=1>>[CH3:21][N:20]([CH:13]([C:14]1[CH:19]=[CH:18][CH:17]=[CH:16][CH:15]=1)[C:1]1[C:10]2[C:5](=[CH:6][CH:7]=[CH:8][CH:9]=2)[CH:4]=[CH:3][C:2]=1[O:11][C:29](=[O:30])[C:28]1[CH:32]=[CH:33][C:25]([O:24][CH3:23])=[CH:26][CH:27]=1)[CH3:22] |f:1.2|. Reported procedure: The preparation was carried out in accordance with general synthesis instructions 4 and 6 from 2-naphthol, benzylidene-dimethyl-ammonium chloride and 4-methoxybenzoyl chloride. The structure was demonstrated by means of ESI-MS: mass calculated 411.51 g/mol. mass found M+H=412.0.